Dataset: the Open Reaction Database (ORD), a public repository of structured organic reaction records. Task: describe an organic reaction: reactants, conditions, products, and yield The reactants are CC(C)O, Cl, c1nnc2c3c(c(NCCN4CCCC4)nn12)CCCC3. The product is Cl, c1nnc2c3c(c(NCCN4CCCC4)nn12)CCCC3, O. RXN SMILES: [CH3:23][CH:24]([CH3:25])[OH:26].[ClH:22].[N:1]1([CH2:6][CH2:7][NH:8][c:9]2[n:10][n:11]3[c:12]([c:13]4[c:18]2[CH2:17][CH2:16][CH2:15][CH2:14]4)[n:19][n:20][cH:21]3)[CH2:2][CH2:3][CH2:4][CH2:5]1>>[ClH:22].[N:1]1([CH2:6][CH2:7][NH:8][c:9]2[n:10][n:11]3[c:12]([c:13]4[c:18]2[CH2:17][CH2:16][CH2:15][CH2:14]4)[n:19][n:20][cH:21]3)[CH2:2][CH2:3][CH2:4][CH2:5]1.[OH2:26]. Starting materials: COC(=O)CCCCC=1C=CC=2N(C1)C=NC2 (6-(4-methoxycarbonylbutyl)-imidazo[1,5-a]pyridine). Solvent: C(C)O (ethanol), [OH-].[Na+] (sodium hydroxide), O (water). Product: C(=O)(O)CCCCC=1C=CC=2N(C1)C=NC2 (6-(4-carboxybutyl)-imidazo[1,5-a]pyridine). Reaction SMILES: C[O:2][C:3]([CH2:5][CH2:6][CH2:7][CH2:8][C:9]1[CH:10]=[CH:11][C:12]2[N:13]([CH:15]=[N:16][CH:17]=2)[CH:14]=1)=[O:4]>C(O)C.[OH-].[Na+].O>[C:3]([CH2:5][CH2:6][CH2:7][CH2:8][C:9]1[CH:10]=[CH:11][C:12]2[N:13]([CH:15]=[N:16][CH:17]=2)[CH:14]=1)([OH:4])=[O:2] |f:2.3|. Reported procedure: A solution of 6-(4-methoxycarbonylbutyl)-imidazo[1,5-a]pyridine in 0.3 ml of ethanol and 0.8 ml of 1 N sodium hydroxide, is refluxed gently for 2 hours, cooled, diluted with 2 ml of water and extracted with ethyl acetate (5 ml). The aqueous phase is brought to pH=6 and is extracted with chloroform. The extracts are dried and evaporated to yield 6-(4-carboxybutyl)-imidazo[1,5-a]pyridine, melting at 168°-171 °. Starting materials: CC(Cl)Cl, CN(C)C=O, O=S(Cl)Cl, O=C(O)c1ccc(C(F)(F)F)cc1Sc1ccccc1. Yields the product COC(=O)c1ccc(C(F)(F)F)cc1Sc1ccccc1. Reaction SMILES: [Cl:30][CH:31]([Cl:32])[CH3:33].[O:25]=[CH:26][N:27]([CH3:28])[CH3:29].[S:21]([Cl:22])([Cl:23])=[O:24].[c:1]1([S:7][c:8]2[c:9]([C:10](=[O:11])[OH:12])[cH:13][cH:14][c:15]([C:17]([F:18])([F:19])[F:20])[cH:16]2)[cH:2][cH:3][cH:4][cH:5][cH:6]1>>[c:1]1([S:7][c:8]2[c:9]([C:10](=[O:11])[O:12][CH3:26])[cH:13][cH:14][c:15]([C:17]([F:18])([F:19])[F:20])[cH:16]2)[cH:2][cH:3][cH:4][cH:5][cH:6]1. Reactants: C(C)(C)(C)OC(=O)N(C(C)C)CCCCO (N-(t-butoxycarbonyl)-4-hydroxy-N-isopropylbutylamine), CC(C)([O-])C.[K+] (potassium t-butoxide), FC1=C(CBr)C=CC=C1 (2-fluorobenzyl bromide). The solvent is O1CCCC1 (tetrahydrofuran), O1CCCC1 (tetrahydrofuran), C(Cl)Cl (methylene chloride). Reaction conditions: temperature -78 celsius, time 40 minute. The product is FC1=C(COCCCCN(C(C)C)C(=O)OC(C)(C)C)C=CC=C1 (4-(2-fluorobenzyloxy)-N-(t-butoxycarbonyl)-N-(isopropyl)butylamine). The yield is 77.1%. Reaction SMILES: [C:1]([O:5][C:6]([N:8]([CH2:12][CH2:13][CH2:14][CH2:15][OH:16])[CH:9]([CH3:11])[CH3:10])=[O:7])([CH3:4])([CH3:3])[CH3:2].CC(C)([O-])C.[K+].[F:23][C:24]1[CH:31]=[CH:30][CH:29]=[CH:28][C:25]=1[CH2:26]Br>O1CCCC1.C(Cl)Cl>[F:23][C:24]1[CH:31]=[CH:30][CH:29]=[CH:28][C:25]=1[CH2:26][O:16][CH2:15][CH2:14][CH2:13][CH2:12][N:8]([C:6]([O:5][C:1]([CH3:2])([CH3:3])[CH3:4])=[O:7])[CH:9]([CH3:11])[CH3:10] |f:1.2|. Procedure details: A solution of N-(t-butoxycarbonyl)-4-hydroxy-N-isopropylbutylamine (539 mg, 2.33 mmol) in tetrahydrofuran (11 ml) at −40° C. was treated with potassium t-butoxide (1 M in tetrahydrofuran, 2.54 ml, 2.54 mmol). After 40 minutes, the suspension was cooled to −78° C. and treated with a solution of 2-fluorobenzyl bromide (400 mg, 2.12 mmol) in tetrahydrofuran (4 ml). The reaciton was slowly warmed to room temperature and stirred for about five hours. The reaction was diluted with methylene chloride a...